Dataset: the Open Reaction Database (ORD), a public repository of structured organic reaction records. Task: describe an organic reaction: reactants, conditions, products, and yield Starting materials: BrC=1C=C(CN2C3=NC(=NC(=C3N=C2)N)Cl)C=CC1 (9-(3-bromobenzyl)-2-chloro-9H-purin-6-amine), C(CCC)N (n-butylamine). Run in C(CCC)O (n-butanol). Reaction conditions: temperature 170 celsius. Product: BrC=1C=C(CN2C3=NC(=NC(=C3N=C2)N)NCCCC)C=CC1 (9-(3-bromobenzyl)-N2-butyl-9H-purine-2,6-diamine). Reaction SMILES: [Br:1][C:2]1[CH:3]=[C:4]([CH:17]=[CH:18][CH:19]=1)[CH2:5][N:6]1[CH:14]=[N:13][C:12]2[C:7]1=[N:8][C:9](Cl)=[N:10][C:11]=2[NH2:15].[CH2:20]([NH2:24])[CH2:21][CH2:22][CH3:23]>C(O)CCC>[Br:1][C:2]1[CH:3]=[C:4]([CH:17]=[CH:18][CH:19]=1)[CH2:5][N:6]1[CH:14]=[N:13][C:12]2[C:7]1=[N:8][C:9]([NH:24][CH2:20][CH2:21][CH2:22][CH3:23])=[N:10][C:11]=2[NH2:15]. Procedure: 9-(3-bromobenzyl)-2-chloro-9H-purin-6-amine (2.3 g) (100 mg, 0.295 mmol), n-butylamine (0.5 mL) and n-butanol (1 mL) were combined and heated in the microwave at 170° C. for 15 minutes. The solvent was evaporated under vacuum and the residue was partitioned between water and ethylacetate. The organic layer was washed with brine, dried with Na2SO4 and evaporated under vacuum. The crude product was triturated with diethylether and filtered giving 9-(3-bromobenzyl)-N2-butyl-9H-purine-2,6-diamine (C... Reactants: [C-]#N.[Na+] (sodium cyanide), NC1=C(C(=O)NC)C=C(C=C1C)Br (2-amino-5-bromo-N,3-dimethylbenzamide), N1=CC=C(C=C1)C (4-picoline). The reagents and catalysts are [Cu]I (copper(I) iodide). Reaction conditions: temperature 155 celsius. Product: NC1=C(C(=O)NC)C=C(C=C1C)C#N (2-amino-5-cyano-N,3-dimethylbenzamide). As a reaction SMILES: [C-]#N.[Na+].[NH2:4][C:5]1[C:14]([CH3:15])=[CH:13][C:12](Br)=[CH:11][C:6]=1[C:7]([NH:9][CH3:10])=[O:8].[N:17]1C=CC(C)=C[CH:18]=1>[Cu]I>[NH2:4][C:5]1[C:14]([CH3:15])=[CH:13][C:12]([C:18]#[N:17])=[CH:11][C:6]=1[C:7]([NH:9][CH3:10])=[O:8] |f:0.1|. Procedure details: A 250-mL, four-necked flask equipped with a mechanical stirrer and condenser was charged with copper(I) iodide (1.97 g, 10.3 mmol), sodium cyanide (95% purity, 3.30 g, 64.0 mmol), 2-amino-5-bromo-N,3-dimethylbenzamide (prepared by the method of Reference Example 1) (10.0 g, 40.9 mmol), 4-picoline (distilled prior to use) (1.16 g, 12.5 mmol) and oxygen-free anisole (20 mL), and then purged with nitrogen, after which time the reaction mixture was maintained under a nitrogen atmosphere. The reactio... The reactants are C(=O)([O-])[O-].[Cs+].[Cs+] (Cs2CO3), intermediate B, N1C=NC(=C1)CC#N (2-(1H-imidazol-4-yl)acetonitrile), CN(C)C=O (DMF), CN[C@H]1[C@@H](CCCC1)NC (trans-1,2 bis(methylamino)cyclohexane). Reaction conditions: temperature 110 celsius. Yields the product C1(CCCC1)N1[C@@H](C(N(C=2C=NC(=NC12)N1C=NC(=C1)CC#N)C)=O)CC ((R)-2-(1-(8-cyclopentyl-7-ethyl-5-methyl-6-oxo-5,6,7,8-tetrahydropteridin-2-yl)-1H-imidazol-4-yl)acetonitrile). Reaction SMILES: [NH:1]1[CH:5]=[C:4]([CH2:6][C:7]#[N:8])[N:3]=[CH:2]1.CN[C@@H]1[CH2:16][CH2:15][CH2:14][CH2:13][C@H:12]1[NH:17][CH3:18].C([O-])([O-])=O.[Cs+].[Cs+].[CH3:25][N:26]([CH:28]=[O:29])[CH3:27]>>[CH:12]1([N:17]2[C:18]3[N:3]=[C:2]([N:1]4[CH:5]=[C:4]([CH2:6][C:7]#[N:8])[N:3]=[CH:2]4)[N:1]=[CH:5][C:25]=3[N:26]([CH3:27])[C:28](=[O:29])[C@H:4]2[CH2:6][CH3:7])[CH2:13][CH2:14][CH2:15][CH2:16]1 |f:2.3.4|. Procedure: A mixture of intermediate B (150 mg, 0.509 mmol), 2-(1H-imidazol-4-yl)acetonitrile (1.01 mmol, 2 equivalents, 108 mg), Cut (0.1 equivalents, 0.0509 mmol, 10 mg), trans-1,2 bis(methylamino)cyclohexane (14 mg, 0.102 mmol) and Cs2CO3 (1.01 mmol, 331 mg) in DMF (1 mL) was purged with nitrogen and was subsequently heated in a sealed vial at 110° C. for 18 h. The reaction was diluted with ethyl acetate, filtered through Celite and evaporated. The residue was purified by reverse phase preparative HPLC ... Reactants: [N+](=O)([O-])C1=NC(=NN1)CC(=O)O ((5-Nitro-1H-[1,2,4]triazol-3-yl)-acetic acid), C(C1=CC=CC=C1)[C@H]1CN(CCN1)C1=CC(=C(C=C1)OC)OC(C)C (3(S)-benzyl-1-(3-isopropoxy-4-methoxy-phenyl)-piperazine), C(C1=CC=CC=C1)[C@H]1CN(CCN1)C1=CC(=C(C=C1)OC)OC(C)C (3(S)-benzyl-1-(3-isopropoxy-4-methoxy-phenyl)-piperazine). The product is C(C1=CC=CC=C1)[C@@H]1N(CCN(C1)C1=CC(=C(C=C1)OC)OC(C)C)C(CC1=NNC(=N1)[N+](=O)[O-])=O ((S)-1-(2-benzyl-4-(3-isopropoxy-4-methoxyphenyl)piperazin-1-yl)-2-(5-nitro-1H-1,2,4-triazol-3-yl)ethanone). RXN SMILES: [N+:1]([C:4]1[NH:8][N:7]=[C:6]([CH2:9][C:10]([OH:12])=O)[N:5]=1)([O-:3])=[O:2].[CH2:13]([C@@H:20]1[NH:25][CH2:24][CH2:23][N:22]([C:26]2[CH:31]=[CH:30][C:29]([O:32][CH3:33])=[C:28]([O:34][CH:35]([CH3:37])[CH3:36])[CH:27]=2)[CH2:21]1)[C:14]1[CH:19]=[CH:18][CH:17]=[CH:16][CH:15]=1>>[CH2:13]([C@H:20]1[CH2:21][N:22]([C:26]2[CH:31]=[CH:30][C:29]([O:32][CH3:33])=[C:28]([O:34][CH:35]([CH3:37])[CH3:36])[CH:27]=2)[CH2:23][CH2:24][N:25]1[C:10](=[O:12])[CH2:9][C:6]1[N:5]=[C:4]([N+:1]([O-:3])=[O:2])[NH:8][N:7]=1)[C:14]1[CH:15]=[CH:16][CH:17]=[CH:18][CH:19]=1. Procedure: Prepared by the method outlined for Example 189 using (5-Nitro-1H-[1,2,4]triazol-3-yl)-acetic acid and 3 (S)-benzyl-1-(3-(1-methylethoxy)-4-methoxy-phenyl)-piperazine (Example 9, Compound 97) as starting materials. Product as an oil. LC/MS (Method B) 3.10 min, [M+1]+ 495. Potency class C. Reactants: ClC(COC(=O)Cl)(Cl)Cl (2,2,2-Trichloroethylchloroformate), C[C@H]1[C@H]2CC[C@@H]3[C@@]2(CC[C@H]4[C@H]3CC=C5[C@@]4(CC[C@@H](C5)N(C)C)C)CN1C (conessine). Run in C1=CC=CC=C1 (benzene). Reaction conditions: temperature 90 celsius. The product is ClC(COC(N(C1CCC2(C3CCC45C(C3CC=C2C1)CCC5C(N(C4)C)C)C)C)=O)(Cl)Cl (Methyl-(2,3,11a-trimethyl-2,3,3a,4,5,5a,5b,6,8,9,10,11,11a,11b,12,13-hexadecahydro-1H-2-aza-pentaleno[1,6a-a]phenanthren-9-yl)carbamic acid 2,2,2-trichloro-ethyl ester). The yield is 60.7%. As a reaction SMILES: [Cl:1][C:2]([Cl:9])([Cl:8])[CH2:3][O:4][C:5](Cl)=[O:6].[CH3:10][C@@H:11]1[N:34]([CH3:35])[CH2:33][C@:16]23[CH2:17][CH2:18][C@@H:19]4[C@@:24]5([CH3:32])[CH2:25][CH2:26][C@H:27]([N:29](C)[CH3:30])[CH2:28][C:23]5=[CH:22][CH2:21][C@H:20]4[C@@H:15]2[CH2:14][CH2:13][C@H:12]13>C1C=CC=CC=1>[Cl:1][C:2]([Cl:9])([Cl:8])[CH2:3][O:4][C:5](=[O:6])[N:29]([CH3:30])[CH:27]1[CH2:28][C:23]2[C:24]([CH3:32])([CH:19]3[CH:20]([CH2:21][CH:22]=2)[CH:15]2[CH2:14][CH2:13][CH:12]4[CH:11]([CH3:10])[N:34]([CH3:35])[CH2:33][C:16]24[CH2:17][CH2:18]3)[CH2:25][CH2:26]1. Procedure: 2,2,2-Trichloroethylchloroformate (5.94 g, 28 mmol) was added dropwise to a stirred solution of conessine (10 g, 28 mmol) in 200 mL benzene. Very thick gel resulted. The mixture was heated at reflux for 4 h (oil bath temperature 90° C.), then cooled down to room temperature, quenched with water, the pH adjusted with 25 mL saturated sodium bicarbonate, and extracted with dichloromethane 3×. Organic layers were dried over Na2SO4, filtered, and evaporated to give crude product, which was purified b... Starting materials: title base, Cl (hydrochloride), C(C1=CC=CC=C1)C1=C(C=2C=CC=C3CCCN1C23)CCN2CCN(CC2)C2=NC=CC(=C2)C (2-benzyl-5,6-dihydro-1-{2-[4-(4-methylpyridin-2-yl)-piperazin-1-yl]ethyl}-4H-pyrrolo[3,2,1-ij]quinoline). Product: Cl.Cl.C1=CN2CCCC3=CC=CC1=C23 (5,6-dihydro-4H-pyrrolo[3,2,1-ij]quinoline 2 HCl). Reaction SMILES: [ClH:1].C([C:9]1[N:19]2[C:20]3[C:15]([CH2:16][CH2:17][CH2:18]2)=[CH:14][CH:13]=[CH:12][C:11]=3[C:10]=1CCN1CCN(C2C=C(C)C=CN=2)CC1)C1C=CC=CC=1>>[ClH:1].[ClH:1].[CH:10]1[C:11]2=[C:20]3[C:15](=[CH:14][CH:13]=[CH:12]2)[CH2:16][CH2:17][CH2:18][N:19]3[CH:9]=1 |f:2.3.4|. Procedure details: The title base obtained above was converted into the corresponding hydrochloride as described in Example 13C). 1.5 g of 2-benzyl-5,6-dihydro-1-{2-[4-(4-methylpyridin-2-yl)-piperazin-1-yl]ethyl}-4H-pyrrolo[3,2,1-ij]quinoline.2.4 HCl 2 H2O were obtained as a pale grey powder having a melting point of 186°-208° C. RXN SMILES: [N:1]1([CH2:10][CH2:11][C:12]#[N:13])[C:5]2[CH:6]=[CH:7][CH:8]=[CH:9][C:4]=2[N:3]=[CH:2]1.[OH-].[Na+].[H][H].[Cl-].[Na+]>[Ni].C(O)C.O>[N:1]1([CH2:10][CH2:11][CH2:12][NH2:13])[C:5]2[CH:6]=[CH:7][CH:8]=[CH:9][C:4]=2[N:3]=[CH:2]1 |f:1.2,4.5|. Run in O (water), O (water), C(C)O (ethanol). Run at time 20 hour. Reported procedure: 4.2 Grams of 1H-benzimidazole-1-propionitrile, 0.2 grams sodium hydroxide, 1 gram of Raney nickel catalyst in about 100 ml of ethanol was hydrogenated at room temperature and atmospheric pressure for about 20 hours. The hydrogen uptake had stopped by this time with a total uptake of about 1300 ml. The reaction mixture was filtered and the catalyst was washed first with ethanol and then with water. The filtrates were combined and the solvent evaporated to leave a yellowish oil. The oil was dissol... Product: N1(C=NC2=C1C=CC=C2)CCCN (1H-benzimidazole-1-propanamine). Reactants: N1(C=NC2=C1C=CC=C2)CCC#N (1H-benzimidazole-1-propionitrile), [Cl-].[Na+] (sodium chloride), [OH-].[Na+] (sodium hydroxide), [H][H] (hydrogen). Reagents/catalysts: [Ni] (Raney nickel). Starting materials: C(=O)(OCC)NOCCCC1C(NC(N1)=O)=O (5-[3-(carbethoxyaminooxy)-propyl]-hydantoin), O.O.O.O.O.O.O.O.[OH-].[Ba+2].[OH-] (barium hydroxide octahydrate). The solvent is O (water). The product is NC(C(=O)O)CCCON (2-amino-5-aminooxy-pentanoic acid). RXN SMILES: C([NH:6][O:7][CH2:8][CH2:9][CH2:10][CH:11]1[NH:15]C(=O)N[C:12]1=[O:17])(OCC)=O.[OH2:18].O.O.O.O.O.O.O.[OH-].[Ba+2].[OH-]>O>[NH2:15][CH:11]([CH2:10][CH2:9][CH2:8][O:7][NH2:6])[C:12]([OH:17])=[O:18] |f:1.2.3.4.5.6.7.8.9.10.11|. Procedure details: Mix 5-[3-(carbethoxyaminooxy)-propyl]-hydantoin (2.45 g, 10 mmol), barium hydroxide octahydrate (18.15 g, 10 mmol) and water (55 mL). Reflux for 12 hours, remove the white solid by filtration, extract the filter cake with boiling water (25 ml) and finally wash with hot water (25 mL). Combine the filtrate and washings, treat with ammonium carbonate (5.7 g) and heat with stirring. Filter off the barium carbonate, wash the filter cake with hot water and evaporate the filtrate and washings in vacuo ... Starting materials: CO, Cc1ccccc1, COC(OC)OC, O=C1CCCC(=O)C1, O, O, Cc1ccc(S(=O)(=O)O)cc1. Reaction SMILES: [CH3:36][OH:37].[CH3:9][c:10]1[cH:11][cH:12][cH:13][cH:14][cH:15]1.[CH:16]([O:17][CH3:18])([O:19][CH3:20])[O:21][CH3:22].[O:1]=[C:2]1[CH2:3][CH2:4][CH2:5][C:6](=[O:7])[CH2:8]1.[OH2:23].[OH2:24].[c:25]1([CH3:26])[cH:27][cH:28][c:29]([S:30]([OH:31])(=[O:32])=[O:33])[cH:34][cH:35]1>>[O:1]([C:2]1=[CH:8][C:6](=[O:7])[CH2:5][CH2:4][CH2:3]1)[CH3:9]. Yields the product COC1=CC(=O)CCC1.